Dataset: the Open Reaction Database (ORD), a public repository of structured organic reaction records. Task: describe an organic reaction: reactants, conditions, products, and yield The reactants are [C]=O (carbon monoxide), BrC=1C=C2C(=NC1)CC1(C(N(C3=NC=CC=C31)COCC[Si](C)(C)C)=O)C2 (3-bromo-1′-{[2-(trimethylsilyl)ethoxy]methyl}-5,7-dihydrospiro[cyclopenta[b]pyridine-6,3′-pyrrolo[2,3-b]pyridin]-2′(1′H)-one), C(Cl)Cl (CH2Cl2), C(C)(=O)[O-].[Na+] (sodium acetate). Reagents/catalysts: C1=CC=C(C=C1)P([C-]2C=CC=C2)C3=CC=CC=C3.C1=CC=C(C=C1)P([C-]2C=CC=C2)C3=CC=CC=C3.Cl[Pd]Cl.[Fe+2] (PdCl2(dppf)). Run in CO (methanol). Run at temperature 85 celsius. The product is O=C1[C@@]2(C=3C(=NC=CC3)N1COCC[Si](C)(C)C)CC=1C(=NC=C(C1)C(=O)OC)C2 (Methyl (6S)-2′-oxo-1′-{[2-(trimethylsilyl)ethoxy]methyl}-1′,2′,5,7-tetrahydrospiro[cyclopenta[b]pyridine-6,3′-pyrrolo[2,3-b]pyridine]-3-carboxylate). Reaction SMILES: Br[C:2]1[CH:3]=[C:4]2[CH2:27][C:9]3([C:17]4[C:12](=[N:13][CH:14]=[CH:15][CH:16]=4)[N:11]([CH2:18][O:19][CH2:20][CH2:21][Si:22]([CH3:25])([CH3:24])[CH3:23])[C:10]3=[O:26])[CH2:8][C:5]2=[N:6][CH:7]=1.[CH2:28](Cl)Cl.[C:31]([O-:34])(=[O:33])C.[Na+].[C]=O>CO.C1C=CC(P(C2C=CC=CC=2)[C-]2C=CC=C2)=CC=1.C1C=CC(P(C2C=CC=CC=2)[C-]2C=CC=C2)=CC=1.Cl[Pd]Cl.[Fe+2]>[O:26]=[C:10]1[N:11]([CH2:18][O:19][CH2:20][CH2:21][Si:22]([CH3:25])([CH3:24])[CH3:23])[C:12]2=[N:13][CH:14]=[CH:15][CH:16]=[C:17]2[C@@:9]21[CH2:8][C:5]1=[N:6][CH:7]=[C:2]([C:31]([O:34][CH3:28])=[O:33])[CH:3]=[C:4]1[CH2:27]2 |f:2.3,6.7.8.9,^3:35|. Procedure: A mixture of 3-bromo-1′-{[2-(trimethylsilyl)ethoxy]methyl}-5,7-dihydrospiro[cyclopenta[b]pyridine-6,3′-pyrrolo[2,3-b]pyridin]-2′(1′H)-one (22.0 g, 49.3 mmol), PdCl2(dppf).CH2Cl2 (2.012 g, 2.46 mmol), and sodium acetate (8.1 g, 99 mmol) in in methanol (150 mL) was pressurized to 300 psi of carbon monoxide and then heated at 85° C. for 72 h. The reaction mixture was allowed to cool then concentrated. The residue was purified via silica gel chromatography (heptane initially, grading to 100% EtOAc) ... As a reaction SMILES: [Na].Br[C:3]1[C:12]([O:13][CH3:14])=[CH:11][C:10]([N+:15]([O-:17])=[O:16])=[C:9]2[C:4]=1[CH:5]=[CH:6][CH:7]=[N:8]2.N1C=CC=CC=1.[F:24][C:25]([F:29])([F:28])[CH2:26][OH:27]>>[CH3:14][O:13][C:12]1[C:3]([O:27][CH2:26][C:25]([F:29])([F:28])[F:24])=[C:4]2[C:9](=[C:10]([N+:15]([O-:17])=[O:16])[CH:11]=1)[N:8]=[CH:7][CH:6]=[CH:5]2 |^1:0|. The reactants are [Na] (sodium), BrC1=C2C=CC=NC2=C(C=C1OC)[N+](=O)[O-] (5-bromo-6-methoxy-8-nitroquinoline), N1=CC=CC=C1 (pyridine), FC(CO)(F)F (2,2,2-trifluoroethanol). Yields the product COC=1C(=C2C=CC=NC2=C(C1)[N+](=O)[O-])OCC(F)(F)F (6-Methoxy-8-nitro-5-(2,2,2-trifluoroethoxy)quinoline). Procedure: To a solution of 0.5 g (0.02 g atom) of sodium in 30 ml of 2,2,2-trifluoroethanol were added 5.6 g (0.02 mole) of 5-bromo-6-methoxy-8-nitroquinoline and 7 ml of pyridine. The mixture was heated under reflux for 158 hr and filtered to remove 1.3 g of starting material. The filtrate was concentrated to 50 ml, diluted with diethyl ether, washed with water and dried (potassium carbonate). Solvent removal left a tan crystalline powder, mp 109°-115° which was extracted with benzene. (A trace of insolu... Reactants: N=1OC=2CCCC3NC=4C=CC=CC4C1C23 (4,5,5a,6-tetrahydro-3H-isoxazolo[5,4,3-kl]acridine), C(C=C)Br (allyl bromide), C(C=C)Br (allyl bromide), C(=O)([O-])[O-].[K+].[K+] (K2CO3). The solvent is CC(=O)C (dimethylformaldehyde). Reaction conditions: temperature 90 celsius, time 3 hour. The product is C(C=C)N1C=2C=CC=CC2C=2C3=C(CCCC13)ON2 (6-(2-Propenyl)-4,5,5a,6-tetrahydro-3H-isoxazolo[5,4,3-kl]acridine). Reaction SMILES: [N:1]1[O:2][C:3]2[CH2:4][CH2:5][CH2:6][CH:7]3[C:16]=2[C:15]=1[C:14]1[CH:13]=[CH:12][CH:11]=[CH:10][C:9]=1[NH:8]3.[CH2:17](Br)[CH:18]=[CH2:19].C([O-])([O-])=O.[K+].[K+]>CC(C)=O>[CH2:19]([N:8]1[CH:7]2[C:16]3=[C:3]([O:2][N:1]=[C:15]3[C:14]3[CH:13]=[CH:12][CH:11]=[CH:10][C:9]1=3)[CH2:4][CH2:5][CH2:6]2)[CH:18]=[CH2:17] |f:2.3.4|. Procedure: In 20 ml dry dimethylformaldehyde (DMF) were combined 4.00 g 4,5,5a,6-tetrahydro-3H-isoxazolo[5,4,3-kl]acridine, 3.26 ml allyl bromide and 8 g milled K2CO3. The mixture was heated at 90° C. and mechanically stirred. Every hour 2 ml more allyl bromide was added. After 3 hours, the reaction was complete as observed by TLC. The mixture was partitioned between water and EtOAc. The EtOAc layer was concentrated to a solid which was purified by passing over a silica column (flash chromatography). The p... Run in O (water). Reactants: C(C1=CC=CC=C1)OCC1(CCC(O1)=O)COCCCCCCCCCCCCCCCCCC (5-benzyloxymethyl-5-octadecyloxymethyl-4,5-dihydro-2(3H)furanone), mixture, C(C)O (ethyl alcohol), [H][H] (hydrogen). The product is OCC1(CCC(O1)=O)COCCCCCCCCCCCCCCCCCC (5-hydroxymethyl-5-octadecyloxymethyl-4,5-dihydro-2(3H)furanone). The reagents and catalysts are [Pd] (palladium on carbon). Reaction SMILES: C([O:8][CH2:9][C:10]1([CH2:16][O:17][CH2:18][CH2:19][CH2:20][CH2:21][CH2:22][CH2:23][CH2:24][CH2:25][CH2:26][CH2:27][CH2:28][CH2:29][CH2:30][CH2:31][CH2:32][CH2:33][CH2:34][CH3:35])[O:14][C:13](=[O:15])[CH2:12][CH2:11]1)C1C=CC=CC=1.C(O)C.[H][H]>[Pd].O>[OH:8][CH2:9][C:10]1([CH2:16][O:17][CH2:18][CH2:19][CH2:20][CH2:21][CH2:22][CH2:23][CH2:24][CH2:25][CH2:26][CH2:27][CH2:28][CH2:29][CH2:30][CH2:31][CH2:32][CH2:33][CH2:34][CH3:35])[O:14][C:13](=[O:15])[CH2:12][CH2:11]1. Procedure: A mixture containing 10.7 g (21.83 mmol) of the compund prepared in (e) above, 300 ml of a mixture of ethyl alcohol and water in a ratio of 9:1 and 1.5 g of 5% palladium on carbon (50% water content) was placed in a pressure bottle and hydrogenated at b 40° C. under a pressure of 50 lbs. of hydrogen until uptake was complete. The catalyst was then filtered off and the filtrate concentrated in vacuo. The residue was crystallized from methanol to yield a solid. The reactants are ClC=1N=C(C2=C(N1)C=CC(=N2)C(=O)N2CCC(CC2)C(C)(C)O)N2CCOCC2 ((2-chloro-4-morpholinopyrido[3,2-d]pyrimidin-6-yl)(4-(2-hydroxypropan-2-yl)piperidin-1-yl)methanone), [Si](C)(C)(C(C)(C)C)N1C=CC2=C(C(=CC=C12)F)B1OC(C(O1)(C)C)(C)C (1-(tert-butyldimethylsilyl)-5-fluoro-4-(4,4,5,5-tetramethyl-1,3,2-dioxaborolan-2-yl)-1H-indole). Product: FC=1C(=C2C=CNC2=CC1)C=1N=C(C2=C(N1)C=CC(=N2)C(=O)N2CCC(CC2)C(C)(C)O)N2CCOCC2 ((2-(5-fluoro-1H-indol-4-yl)-4-morpholinopyrido[3,2-d]pyrimidin-6-yl)(4-(2-hydroxypropan-2-yl)piperidin-1-yl)methanone). Reaction SMILES: Cl[C:2]1[N:3]=[C:4]([N:24]2[CH2:29][CH2:28][O:27][CH2:26][CH2:25]2)[C:5]2[N:11]=[C:10]([C:12]([N:14]3[CH2:19][CH2:18][CH:17]([C:20]([OH:23])([CH3:22])[CH3:21])[CH2:16][CH2:15]3)=[O:13])[CH:9]=[CH:8][C:6]=2[N:7]=1.[Si]([N:37]1[C:45]2[C:40](=[C:41](B3OC(C)(C)C(C)(C)O3)[C:42]([F:46])=[CH:43][CH:44]=2)[CH:39]=[CH:38]1)(C(C)(C)C)(C)C>>[F:46][C:42]1[C:41]([C:2]2[N:3]=[C:4]([N:24]3[CH2:29][CH2:28][O:27][CH2:26][CH2:25]3)[C:5]3[N:11]=[C:10]([C:12]([N:14]4[CH2:19][CH2:18][CH:17]([C:20]([OH:23])([CH3:22])[CH3:21])[CH2:16][CH2:15]4)=[O:13])[CH:9]=[CH:8][C:6]=3[N:7]=2)=[C:40]2[C:45](=[CH:44][CH:43]=1)[NH:37][CH:38]=[CH:39]2. Reported procedure: (2-chloro-4-morpholinopyrido[3,2-d]pyrimidin-6-yl)(4-(2-hydroxypropan-2-yl)piperidin-1-yl)methanone (88 mg) was reacted with 1-(tert-butyldimethylsilyl)-5-fluoro-4-(4,4,5,5-tetramethyl-1,3,2-dioxaborolan-2-yl)-1H-indole via General Procedure A to yield 41.5 mg 118 following reverse phase HPLC purification. MS (Q1) 519.2 (M)+ Reactants: C(C)(=O)C=1C=C(C=C(C1)C(C)=O)S(=O)(=O)N (3,5-diacetylbenzenesulfonamide), ClC1=CC(=C(C(=C1)C(C)C)N=C=O)C(C)C (4-chloro-2,6-diisopropylphenylisocyanate), [H-].[Na+] (sodium hydride). Solvent: O1CCCC1 (tetrahydrofuran). The product is ClC1=CC(=C(C(=C1)C(C)C)NC(=O)NS(=O)(=O)C=1C=C(C=C(C1)C(C)=O)C(C)=O)C(C)C (1-[3-[[[(4-Chloro-2,6-diisopropylphenylamino)carbonyl]amino]sulfonyl]-5-acetylphenyl]ethan-1-one). Yield: 40.3%. RXN SMILES: [C:1]([C:4]1[CH:5]=[C:6]([S:13]([NH2:16])(=[O:15])=[O:14])[CH:7]=[C:8]([C:10](=[O:12])[CH3:11])[CH:9]=1)(=[O:3])[CH3:2].[Cl:17][C:18]1[CH:23]=[C:22]([CH:24]([CH3:26])[CH3:25])[C:21]([N:27]=[C:28]=[O:29])=[C:20]([CH:30]([CH3:32])[CH3:31])[CH:19]=1.[H-].[Na+]>O1CCCC1>[Cl:17][C:18]1[CH:19]=[C:20]([CH:30]([CH3:32])[CH3:31])[C:21]([NH:27][C:28]([NH:16][S:13]([C:6]2[CH:5]=[C:4]([C:1](=[O:3])[CH3:2])[CH:9]=[C:8]([C:10](=[O:12])[CH3:11])[CH:7]=2)(=[O:14])=[O:15])=[O:29])=[C:22]([CH:24]([CH3:26])[CH3:25])[CH:23]=1 |f:2.3|. Procedure details: The title compound was prepared as described in method A from 3,5-diacetylbenzenesulfonamide (0.35 grams). 4-chloro-2,6-diisopropylphenylisocyanate (0.37 grams), sodium hydride (0.06 grams of a 60% dispersion in mineral oil), in tetrahydrofuran (4 mL). This afforded 0.28 grams of the title compound, m.p. 201.9-203.4° C. Starting materials: C1CCNCC1, C1=CCCCC1, CN(CC1CCCCC1)CC1CCCCC1, CN. Product: CNCC1CCCCC1. Reaction SMILES: [CH2:1]1[CH2:2][CH2:3][NH:4][CH2:5][CH2:6]1.[CH2:9]1[CH2:10][CH:11]=[CH:12][CH2:13][CH2:14]1.[CH3:15][N:16]([CH2:17][CH:18]1[CH2:19][CH2:20][CH2:21][CH2:22][CH2:23]1)[CH2:24][CH:25]1[CH2:26][CH2:27][CH2:28][CH2:29][CH2:30]1.[CH3:7][NH2:8]>>[CH3:15][NH:16][CH2:17][CH:18]1[CH2:19][CH2:20][CH2:21][CH2:22][CH2:23]1. Reagents/catalysts: [Pt] (platinum). RXN SMILES: O=[C:2]([CH:13]([CH3:15])[CH3:14])[CH2:3][CH2:4][CH2:5][CH2:6][CH2:7][CH2:8][CH2:9][C:10]([OH:12])=[O:11].[F:16][C:17]1[CH:24]=[CH:23][C:20]([CH2:21][NH2:22])=[CH:19][CH:18]=1>[Pt]>[F:16][C:17]1[CH:24]=[CH:23][C:20]([CH2:21][NH:22][CH:2]([CH:13]([CH3:15])[CH3:14])[CH2:3][CH2:4][CH2:5][CH2:6][CH2:7][CH2:8][CH2:9][C:10]([OH:12])=[O:11])=[CH:19][CH:18]=1. Product: FC1=CC=C(CNC(CCCCCCCC(=O)O)C(C)C)C=C1 (9-(para fluorobenzylamino) 10-methyl undecanoic acid). Procedure details: Using the procedure of example I step D and starting from 9-oxo 10-methyl undecanoic acid and para fluorobenzylamine then hydrogenating in the presence of a platinum catalyst dl 9-(para fluorobenzylamino) 10-methyl undecanoic acid is obtained melting at 78°-82° after recrystallisation from acetonitrile. The reactants are O=C(CCCCCCCC(=O)O)C(C)C (9-oxo 10-methyl undecanoic acid), FC1=CC=C(CN)C=C1 (para fluorobenzylamine). Product: CC(C)N1CCC(Oc2ccc3c(c2)cc2n3CCN(CCO)C2=O)CC1. RXN SMILES: [C:1]([Si:2]([CH3:3])([CH3:4])[O:6][CH2:7][CH2:8][N:9]1[C:10](=[O:32])[c:11]2[n:12]([c:13]3[cH:14][cH:15][c:16]([O:20][CH:21]4[CH2:22][CH2:23][N:24]([CH:27]([CH3:28])[CH3:29])[CH2:25][CH2:26]4)[cH:17][c:18]3[cH:19]2)[CH2:30][CH2:31]1)([CH3:5])([CH3:33])[CH3:34].[Cl:42][CH2:43][Cl:44].[OH:35][C:36]([C:37]([F:38])([F:39])[F:40])=[O:41]>>[OH:6][CH2:7][CH2:8][N:9]1[C:10](=[O:32])[c:11]2[n:12]([c:13]3[cH:14][cH:15][c:16]([O:20][CH:21]4[CH2:22][CH2:23][N:24]([CH:27]([CH3:28])[CH3:29])[CH2:25][CH2:26]4)[cH:17][c:18]3[cH:19]2)[CH2:30][CH2:31]1. Starting materials: CC(C)N1CCC(Oc2ccc3c(c2)cc2n3CCN(CCO[Si](C)(C)C(C)(C)C)C2=O)CC1, ClCCl, O=C(O)C(F)(F)F.